From a dataset of the Open Reaction Database (ORD), a public repository of structured organic reaction records. describe an organic reaction: reactants, conditions, products, and yield Reactants: Cl.C(C1=CC=CC=C1)OP(=O)(CC1CCCCC1)C[C@@H](CN)O (((R)-3-amino-2-hydroxy-propyl)-cyclohexylmethyl-phosphinic acid benzyl ester hydrochloride), N([C@@H](CC1=CC=C(C=C1)O)C(=O)N[C@@H](C(C)C)C(=O)O)C(=O)OCC1=CC=CC=C1 (N-Cbz-Tyr-Val-OH). Yields the product N[C@H](C(=O)N[C@H](C(=O)NC[C@H](CP(O)(=O)CC1CCCCC1)O)C(C)C)CC1=CC=C(C=C1)O (((R)-3-{(S)-2-[(S)-2-Amino-3-(4-hydroxy-phenyl)-propionylamino]-3-methyl-butyrylamino}-2-hydroxy-propyl)-cyclohexylmethyl-phosphinic acid). Reaction SMILES: Cl.C([O:9][P:10]([CH2:19][C@H:20]([OH:23])[CH2:21][NH2:22])([CH2:12][CH:13]1[CH2:18][CH2:17][CH2:16][CH2:15][CH2:14]1)=[O:11])C1C=CC=CC=1.[NH:24](C(OCC1C=CC=CC=1)=O)[C@H:25]([C:34]([NH:36][C@H:37]([C:41](O)=[O:42])[CH:38]([CH3:40])[CH3:39])=[O:35])[CH2:26][C:27]1[CH:32]=[CH:31][C:30]([OH:33])=[CH:29][CH:28]=1>>[NH2:24][C@@H:25]([CH2:26][C:27]1[CH:32]=[CH:31][C:30]([OH:33])=[CH:29][CH:28]=1)[C:34]([NH:36][C@@H:37]([CH:38]([CH3:39])[CH3:40])[C:41]([NH:22][CH2:21][C@@H:20]([OH:23])[CH2:19][P:10]([CH2:12][CH:13]1[CH2:14][CH2:15][CH2:16][CH2:17][CH2:18]1)(=[O:11])[OH:9])=[O:42])=[O:35] |f:0.1|. Procedure: The title compound was prepared substantially following the procedures as set forth in Method B, Example 12, and employing ((R)-3-amino-2-hydroxy-propyl)-cyclohexylmethyl-phosphinic acid benzyl ester hydrochloride and N-Cbz-Tyr-Val-OH as the starting materials, which yielded the title compound as a white powder. 1H NMR (CD3OD, 300 MHz): δ 7.06 (d, 2H), 6.75 (d, 2H), 4.15-4.06 (m, 2H), 3.18-3.10 (m, 2H), 3.0-2.9 (m, 1H), 2.09-2.02 (m, 1H), 1.92-1.88 (m, 2H), 1.86-1.61 (m, 6H), 1.56-1.50 (m 3H), 1... Starting materials: BrCCOCc1ccccc1, CC(C)[N-]C(C)C, CCOC(=O)C1CCC1, [Li+], C1CCOC1. The product is CCOC(=O)C1(CCOCc2ccccc2)CCC1. Reaction SMILES: [Br:18][CH2:19][CH2:20][O:21][CH2:22][c:23]1[cH:24][cH:25][cH:26][cH:27][cH:28]1.[CH:10]([N-:11][CH:12]([CH3:13])[CH3:14])([CH3:15])[CH3:16].[CH:1]1([C:5](=[O:6])[O:7][CH2:8][CH3:9])[CH2:2][CH2:3][CH2:4]1.[Li+:17].[O:29]1[CH2:30][CH2:31][CH2:32][CH2:33]1>>[C:1]1([C:5](=[O:6])[O:7][CH2:8][CH3:9])([CH2:19][CH2:20][O:21][CH2:22][c:23]2[cH:24][cH:25][cH:26][cH:27][cH:28]2)[CH2:2][CH2:3][CH2:4]1. Starting materials: CO, [K+], [OH-], O, COC(=O)c1cccc(NC2CCC(O)CC2)c1. Product: O=C(O)c1cccc(NC2CCC(O)CC2)c1. Reaction SMILES: [CH3:22][OH:23].[K+:21].[OH-:20].[OH2:19].[OH:1][CH:2]1[CH2:3][CH2:4][CH:5]([NH:8][c:9]2[cH:10][c:11]([C:12](=[O:13])[O:14][CH3:15])[cH:16][cH:17][cH:18]2)[CH2:6][CH2:7]1>>[OH:1][CH:2]1[CH2:3][CH2:4][CH:5]([NH:8][c:9]2[cH:10][c:11]([C:12](=[O:13])[OH:14])[cH:16][cH:17][cH:18]2)[CH2:6][CH2:7]1. The reactants are COc1cc(CC(C)=O)ccc1OCCCBr, CC#N, Fc1ccc2c(C3CCNCC3)noc2c1, [K+], [K+], O=C([O-])[O-]. Product: COc1cc(CC(C)=O)ccc1OCCCN1CCC(c2noc3cc(F)ccc23)CC1. Reaction SMILES: [Br:23][CH2:24][CH2:25][CH2:26][O:27][c:28]1[c:29]([O:38][CH3:39])[cH:30][c:31]([CH2:34][C:35]([CH3:36])=[O:37])[cH:32][cH:33]1.[CH3:40][C:41]#[N:42].[F:1][c:2]1[cH:3][c:4]2[c:5]([c:6]([CH:9]3[CH2:10][CH2:11][NH:12][CH2:13][CH2:14]3)[n:7][o:8]2)[cH:15][cH:16]1.[K+:17].[K+:18].[O-:19][C:20]([O-:21])=[O:22]>>[F:1][c:2]1[cH:3][c:4]2[c:5]([c:6]([CH:9]3[CH2:10][CH2:11][N:12]([CH2:24][CH2:25][CH2:26][O:27][c:28]4[c:29]([O:38][CH3:39])[cH:30][c:31]([CH2:34][C:35]([CH3:36])=[O:37])[cH:32][cH:33]4)[CH2:13][CH2:14]3)[n:7][o:8]2)[cH:15][cH:16]1. Starting materials: C(CCl)Cl (EDC), Cl.N1=CC(=CC2=C1NCCOC2)C(C(=O)O)=C (5,7,8,9-Tetrahydro-6-oxa-1,9-diaza-benzocyclohepten-3-yl-acrylic acid hydrochloride), C=1C=CC2=C(C1)N=NN2O (HOBt), CNCC=1OC2=C(C1C)C=CC=C2 (Methyl-(3-methyl-benzofuran-2-ylmethyl)-amine), C(C)N(C(C)C)C(C)C ((i-Pr)2EtN), amide. Solvent: O (H2O), CN(C)C=O (DMF). Reaction conditions: temperature 35 celsius, time 8 hour. Product: CN(C(C=CC1=CC2=C(NCCOC2)N=C1)=O)CC=1OC2=C(C1C)C=CC=C2 (N-Methyl-N-(3-methyl-benzofuran-2-ylmethyl)3-(5,7,8,9-tetrahydro-6-oxa-1,9-diaza-benzocyclohepten-3-yl)-acrylamide). Reaction SMILES: C(Cl)CCl.Cl.[N:6]1[C:11]2[NH:12][CH2:13][CH2:14][O:15][CH2:16][C:10]=2[CH:9]=[C:8]([C:17](=[CH2:21])C(O)=O)[CH:7]=1.C1C=CC2N([OH:31])N=NC=2C=1.CNC[C:35]1[O:36][C:37]2[CH:44]=[CH:43][CH:42]=[CH:41][C:38]=2[C:39]=1C.[CH2:45]([N:47]([CH:51](C)C)[CH:48]([CH3:50])C)C>CN(C=O)C.O>[CH3:51][N:47]([CH2:48][C:50]1[O:36][C:37]2[CH:44]=[CH:43][CH:42]=[CH:41][C:38]=2[C:39]=1[CH3:35])[C:45](=[O:31])[CH:21]=[CH:17][C:8]1[CH:7]=[N:6][C:11]2[NH:12][CH2:13][CH2:14][O:15][CH2:16][C:10]=2[CH:9]=1 |f:1.2|. Reported procedure: EDC (0.10 g, 0.52 mmol) was added to a solution of 3-(5,7,8,9-Tetrahydro-6-oxa-1,9-diaza-benzocyclohepten-3-yl-acrylic acid hydrochloride (0.11 g, 0.43 mmol), HOBt (64 mg, 0.47 mmol), Methyl-(3-methyl-benzofuran-2-ylmethyl)-amine (91 mg, 0.52 mmol) and (i-Pr)2EtN (0.44 mL, 2.58 mmol) in DMF (6 mL). The mixture was allowed to stir overnight at 35° C. lire mixture was cooled to 0° C. and diluted with H2O (15 mL) with rapid stirring. The resulting precipitate was filtered, washed with H2O (30 mL) t...